Dataset: the Open Reaction Database (ORD), a public repository of structured organic reaction records. Task: describe an organic reaction: reactants, conditions, products, and yield Reactants: [Al+3], [H-], [H-], [H-], [H-], [Li+], CCOC(=O)c1cnc(N)c(Br)c1, C1CCOC1. Product: Nc1ncc(CO)cc1Br. As a reaction SMILES: [Al+3:15].[H-:14].[H-:17].[H-:18].[H-:19].[Li+:16].[NH2:1][c:2]1[n:3][cH:4][c:5]([C:6](=[O:7])[O:8][CH2:9][CH3:10])[cH:11][c:12]1[Br:13].[O:20]1[CH2:21][CH2:22][CH2:23][CH2:24]1>>[NH2:1][c:2]1[n:3][cH:4][c:5]([CH2:6][OH:7])[cH:11][c:12]1[Br:13]. Starting materials: [C@@H]1([C@H](O)[C@H](O)[C@@H](CO)O1)N1C=NC=2C(O)=NC=NC12 (inosine), C(CCCCCCCCCCCCCCC)(=O)Cl (palmitoyl chloride). The reagents and catalysts are CN(C)C1=CC=NC=C1 (N,N-dimethyl-4-aminopyridine). The solvent is CN(C=O)C (N,N-dimethylformamide). Conditions: temperature 25 celsius, time 18 hour. Yields the product C(CCCCCCCCCCCCCCC)(=O)[C@@]1([C@H](O)[C@H](O)[C@@H](CO)O1)N1C=NC=2C(O)=NC=NC12 (Palmitoylinosine). As a reaction SMILES: [C@@H:1]1([N:10]2[C:19]3[N:18]=[CH:17][N:16]=[C:14]([OH:15])[C:13]=3[N:12]=[CH:11]2)[O:9][C@H:6]([CH2:7][OH:8])[C@@H:4]([OH:5])[C@H:2]1[OH:3].[C:20](Cl)(=[O:36])[CH2:21][CH2:22][CH2:23][CH2:24][CH2:25][CH2:26][CH2:27][CH2:28][CH2:29][CH2:30][CH2:31][CH2:32][CH2:33][CH2:34][CH3:35]>CN(C1C=CN=CC=1)C.CN(C)C=O>[C:20]([C@@:1]1([N:10]2[C:19]3[N:18]=[CH:17][N:16]=[C:14]([OH:15])[C:13]=3[N:12]=[CH:11]2)[O:9][C@H:6]([CH2:7][OH:8])[C@@H:4]([OH:5])[C@H:2]1[OH:3])(=[O:36])[CH2:21][CH2:22][CH2:23][CH2:24][CH2:25][CH2:26][CH2:27][CH2:28][CH2:29][CH2:30][CH2:31][CH2:32][CH2:33][CH2:34][CH3:35]. Reported procedure: To a 50 mL flask was added inosine (1.0 g, 3.73 mmol) and N,N-dimethyl-4-aminopyridine (0.017 g, 0.074 mmol). N,N-dimethylformamide (16 mL) was added via cannula with stirring, the flask was purged with argon gas and pyridine (8 mL) was added via cannula. The slurry was allowed to cool 10 min. in an ice/NaCl bath and palmitoyl chloride (1.3 mL, 4.1 mmol) was added dropwise. The mixture was allowed to stir while it slowly warmed to 25° C. After 18 h, the mixture was quenched with a small chunk of...